Dataset: the Open Reaction Database (ORD), a public repository of structured organic reaction records. Task: describe an organic reaction: reactants, conditions, products, and yield Reactants: [H-].[Na+] (sodium hydride), CI (methyl iodide), ClC1=CC(=C(C#N)C=C1)OC1=CC(=CC(=C1)O)C=O (4-Chloro-2-(3-formyl-5-hydroxyphenoxy)benzonitrile), [H-].[Na+] (sodium hydride), CI (methyl iodide). Solvent: O (water), CN(C)C=O (DMF). Conditions: time 16 hour. The product is ClC1=CC(=C(C#N)C=C1)OC1=CC(=CC(=C1)OC)C=O (4-Chloro-2-(3-formyl-5-methoxyphenoxy)benzonitrile). As a reaction SMILES: [Cl:1][C:2]1[CH:9]=[CH:8][C:5]([C:6]#[N:7])=[C:4]([O:10][C:11]2[CH:16]=[C:15]([OH:17])[CH:14]=[C:13]([CH:18]=[O:19])[CH:12]=2)[CH:3]=1.[H-].[Na+].[CH3:22]I>CN(C=O)C.O>[Cl:1][C:2]1[CH:9]=[CH:8][C:5]([C:6]#[N:7])=[C:4]([O:10][C:11]2[CH:16]=[C:15]([O:17][CH3:22])[CH:14]=[C:13]([CH:18]=[O:19])[CH:12]=2)[CH:3]=1 |f:1.2|. Procedure: 4-Chloro-2-(3-formyl-5-hydroxyphenoxy)benzonitrile (0.20 g, 0.75 mmol) in DMF (5 ml) was treated with sodium hydride (60% in mineral oil, 30 mg, 0.78 mmol) followed after 10 min by methyl iodide (0.1 ml). After 16 h, a further amount of sodium hydride (8 mg) and methyl iodide (0.1 ml) were added. After 3 h, the mixture was diluted with water, extracted with ethyl acetate, the extracts washed with water, dried over sodium sulphate and evaporated to give the sub-title compound as a pale yellow sol... The reactants are O=C([O-])[O-], Cc1cccc(N2CCN(c3ccc(Cl)nn3)CC2)c1, [K+], [K+], O, Oc1ccccc1. The product is Cc1cccc(N2CCN(c3ccc(Oc4ccccc4)nn3)CC2)c1. As a reaction SMILES: [C:28](=[O:29])([O-:30])[O-:31].[Cl:8][c:9]1[n:10][n:11][c:12]([N:15]2[CH2:16][CH2:17][N:18]([c:21]3[cH:22][c:23]([CH3:27])[cH:24][cH:25][cH:26]3)[CH2:19][CH2:20]2)[cH:13][cH:14]1.[K+:32].[K+:33].[OH2:34].[OH:1][c:2]1[cH:3][cH:4][cH:5][cH:6][cH:7]1>>[O:1]([c:2]1[cH:3][cH:4][cH:5][cH:6][cH:7]1)[c:9]1[n:10][n:11][c:12]([N:15]2[CH2:16][CH2:17][N:18]([c:21]3[cH:22][c:23]([CH3:27])[cH:24][cH:25][cH:26]3)[CH2:19][CH2:20]2)[cH:13][cH:14]1. Starting materials: O=C1CCN(CC1)C1=CC=C(C(=O)OCC)C=C1 (ethyl 4-(4-oxopiperidin-1-yl)benzoate), C[Si]([N-][Si](C)(C)C)(C)C.[Na+] (sodium hexamethyldisilazide). The reagents and catalysts are [Br-].C[P+](C1=CC=CC=C1)(C1=CC=CC=C1)C1=CC=CC=C1 (methyltriphenylphosphonium bromide). Solvent: C1CCOC1 (THF), C1CCOC1 (THF), C1CCOC1 (THF). Conditions: time 15 minute. Product: C=C1CCN(CC1)C1=CC=C(C(=O)OCC)C=C1 (ethyl 4-(4-methylenepiperidin-1-yl)benzoate). Reaction SMILES: [CH3:1][Si](C)(C)[N-][Si](C)(C)C.[Na+].O=[C:12]1[CH2:17][CH2:16][N:15]([C:18]2[CH:28]=[CH:27][C:21]([C:22]([O:24][CH2:25][CH3:26])=[O:23])=[CH:20][CH:19]=2)[CH2:14][CH2:13]1>[Br-].C[P+](C1C=CC=CC=1)(C1C=CC=CC=1)C1C=CC=CC=1.C1COCC1>[CH2:1]=[C:12]1[CH2:17][CH2:16][N:15]([C:18]2[CH:28]=[CH:27][C:21]([C:22]([O:24][CH2:25][CH3:26])=[O:23])=[CH:20][CH:19]=2)[CH2:14][CH2:13]1 |f:0.1,3.4|. Procedure details: A 0° C. solution of methyltriphenylphosphonium bromide (500 mg, 1.4 mmol) in THF (1.5 mL) was treated dropwise with 1M sodium hexamethyldisilazide in THF (1.4 mL), stirred for 15 minutes, and added dropwise to a 0° C. solution of Example 158B (0.25 g, 1.0 mmol) in THF (2.1 mL). After stirring for 15 minutes, the reaction was quenched with water and was extracted with ethyl acetate. The combined extracts were washed with brine, dried (MgSO4), filtered, and concentrated The concentrate was purifie... The reactants are [N+](=O)([O-])C=1C=CC2=C([C@@H]3[C@H]([C@](O2)(C(OC)OC)C)O3)C1 ((2S,3R,4R)-6-nitro-2-methyl-2-dimethoxymethyl-3,4-epoxy-3,4-dihydro-2H-1-benzopyran), CC1=C(C(=CC(=C1)C)C)NCC=1N=NN(N1)C (N-(2,4,6-trimethylphenyl)-N-(2-methyl-2H-tetrazol-5-ylmethyl)amine). The product is [N+](=O)([O-])C=1C=CC2=C([C@@H]([C@H]([C@](O2)(C(OC)OC)C)O)N(CC=2N=NN(N2)C)C2=C(C=C(C=C2C)C)C)C1 ((2S,3R,4S)-6-nitro-4-[N-(2,4,6-trimethylphenyl)-N-(2-methyl-2H-tetrazol-5-ylmethyl)amino]-3-hydroxy-2-methyl-2-dimethoxymethyl-3,4-dihydro-2H-1-benzopyran). Yield: 35.0%. Reaction SMILES: [N+:1]([C:4]1[CH:5]=[CH:6][C:7]2[O:12][C@:11]([CH3:18])([CH:13]([O:16][CH3:17])[O:14][CH3:15])[C@@H:10]3[O:19][C@@H:9]3[C:8]=2[CH:20]=1)([O-:3])=[O:2].[CH3:21][C:22]1[CH:27]=[C:26]([CH3:28])[CH:25]=[C:24]([CH3:29])[C:23]=1[NH:30][CH2:31][C:32]1[N:33]=[N:34][N:35]([CH3:37])[N:36]=1>>[N+:1]([C:4]1[CH:5]=[CH:6][C:7]2[O:12][C@:11]([CH3:18])([CH:13]([O:16][CH3:17])[O:14][CH3:15])[C@H:10]([OH:19])[C@@H:9]([N:30]([C:23]3[C:24]([CH3:29])=[CH:25][C:26]([CH3:28])=[CH:27][C:22]=3[CH3:21])[CH2:31][C:32]3[N:33]=[N:34][N:35]([CH3:37])[N:36]=3)[C:8]=2[CH:20]=1)([O-:3])=[O:2]. Procedure details: The same procedure as step 3 of example 1 was accomplished, except for using the epoxide compound (400 mg, 1.43 mmol) obtained in step 1 of example 2 and N-(2,4,6-trimethylphenyl)-N-(2-methyl-2H-tetrazol-5-ylmethyl)amine. The crude product was purified by silica gel column chromatography (developing solvent-n-hexane:ethyl acetate=1:2), to give desired compound (260 mg, yield: 35%). Reactants: C(C)(=O)N1C(C=2NC3=CC(=C(C=C3C2CC1)OC)C(C)=O)C (1 -(2-acetyl-6-methoxy-1 -methyl-2,3,4,9-tetrahydro- 1H-β-carbolin-7-yl)-1-ethanone). Reagents/catalysts: Cl(=O)(=O)(=O)O (Perchloric acid), [Pd] (palladium-on-charcoal). Solvent: C(C)(=O)OCC (ethyl acetate). Reaction conditions: time 72 hour. Yields the product C(C)C1=C(C=C2C=3CCN(C(C3NC2=C1)C)C(C)=O)OC (1-(7-ethyl-6-methoxy-1-methyl-2,3,4,9-tetrahydro-1H-β-carbolin-2-yl)-1-ethanone). As a reaction SMILES: [C:1]([N:4]1[CH2:16][CH2:15][C:14]2[C:13]3[C:8](=[CH:9][C:10]([C:19](=O)[CH3:20])=[C:11]([O:17][CH3:18])[CH:12]=3)[NH:7][C:6]=2[CH:5]1[CH3:22])(=[O:3])[CH3:2]>Cl(O)(=O)(=O)=O.C(OCC)(=O)C.[Pd]>[CH2:19]([C:10]1[CH:9]=[C:8]2[C:13]([C:14]3[CH2:15][CH2:16][N:4]([C:1](=[O:3])[CH3:2])[CH:5]([CH3:22])[C:6]=3[NH:7]2)=[CH:12][C:11]=1[O:17][CH3:18])[CH3:20]. Reported procedure: Perchloric acid (2 drops) and active palladium-on-charcoal (130 mg) are added to a solution of 1 -(2-acetyl-6-methoxy-1 -methyl-2,3,4,9-tetrahydro- 1H-β-carbolin-7-yl)-1-ethanone (0.9 g) in ethyl acetate (150 mL). The mixture is stirred under a hydrogen atmosphere for 72 h. After filtration and evaporation of the solvent, the product is recrystallized from ethanol and 1-(7-ethyl-6-methoxy-1-methyl-2,3,4,9-tetrahydro-1H-β-carbolin-2-yl)-1-ethanone is obtained (80%). Reactants: BrC1=CC=2N(C=C1)C=NC2C=O (7-bromoimidazo[1,5-a]pyridine-1-carbaldehyde), Cl (HCl), [Br-].COCC[P+](C1=CC=CC=C1)(C1=CC=CC=C1)C1=CC=CC=C1 ((2-methoxyethyl)triphenylphosphonium bromide), [H-].[Na+] (sodium hydride). Solvent: CN(C=O)C (N,N-dimethylformamide), CN(C=O)C (N,N-dimethylformamide). Reaction conditions: time 30 minute. Yields the product BrC1=CC=2N(C=C1)C=NC2C=CCOC (7-Bromo-1-(3-methoxypropenyl)imidazol[1,5-a]pyridine). As a reaction SMILES: [Br-].[CH3:2][O:3][CH2:4][CH2:5][P+](C1C=CC=CC=1)(C1C=CC=CC=1)C1C=CC=CC=1.[H-].[Na+].[Br:27][C:28]1[CH:33]=[CH:32][N:31]2[CH:34]=[N:35][C:36]([CH:37]=O)=[C:30]2[CH:29]=1.Cl>CN(C)C=O>[Br:27][C:28]1[CH:33]=[CH:32][N:31]2[CH:34]=[N:35][C:36]([CH:37]=[CH:5][CH2:4][O:3][CH3:2])=[C:30]2[CH:29]=1 |f:0.1,2.3|. Reported procedure: A suspension of 12.04 g of (2-methoxyethyl)triphenylphosphonium bromide [55894-16-1] in 50 ml of anhydrous N,N-dimethylformamide is admixed with 2.60 g of sodium hydride (60% dispersion). The reaction mixture is stirred at room temperature for 30 minutes and a solution of 6.75 g of 7-bromoimidazo[1,5-a]pyridine-1-carbaldehyde in 20 ml of N,N-dimethylformamide is added. The reaction mixture is subsequently stirred at 50° C. for 1 hour. The reaction mixture is cooled to room temperature and poured...